This data is from the Open Reaction Database (ORD), a public repository of structured organic reaction records. The task is: describe an organic reaction: reactants, conditions, products, and yield Starting materials: [BH4-], Cc1c(Br)cccc1N1C(=O)c2ccc(C(C)(C)C)cc2C1=O, CC[SiH](CC)CC, CO, ClCCl, O=C(O)C(F)(F)F, [Na+]. The product is Cc1c(Br)cccc1N1Cc2ccc(C(C)(C)C)cc2C1=O. As a reaction SMILES: [BH4-:24].[Br:1][c:2]1[c:3]([CH3:23])[c:4]([N:8]2[C:9](=[O:22])[c:10]3[cH:11][cH:12][c:13]([C:18]([CH3:19])([CH3:20])[CH3:21])[cH:14][c:15]3[C:16]2=[O:17])[cH:5][cH:6][cH:7]1.[CH2:33]([SiH:34]([CH2:35][CH3:36])[CH2:37][CH3:38])[CH3:39].[CH3:40][OH:41].[Cl:42][CH2:43][Cl:44].[F:26][C:27]([F:28])([F:29])[C:30]([OH:31])=[O:32].[Na+:25]>>[Br:1][c:2]1[c:3]([CH3:23])[c:4]([N:8]2[CH2:9][c:10]3[cH:11][cH:12][c:13]([C:18]([CH3:19])([CH3:20])[CH3:21])[cH:14][c:15]3[C:16]2=[O:17])[cH:5][cH:6][cH:7]1. Reactants: CNc1cccc(F)c1, CC(=O)[O-], Fc1ccc(CCl)cc1, I, [Na+]. The product is CN(Cc1ccc(F)cc1)c1cccc(F)c1. As a reaction SMILES: [CH3:1][NH:2][c:3]1[cH:4][c:5]([F:9])[cH:6][cH:7][cH:8]1.[CH3:20][C:21](=[O:22])[O-:23].[F:10][c:11]1[cH:12][cH:13][c:14]([CH2:15][Cl:16])[cH:17][cH:18]1.[I:24].[Na+:19]>>[CH3:1][N:2]([c:3]1[cH:4][c:5]([F:9])[cH:6][cH:7][cH:8]1)[CH2:15][c:14]1[cH:13][cH:12][c:11]([F:10])[cH:18][cH:17]1. Procedure: To a mixture of Methyl 2-(3-(trifluoromethoxy)phenyl)quinoline-8-carboxylate (1.1 g, 3.16 mmol) dissolved in THF (20 mL) was added a mixture of lithium hydroxide (227 mg, 9.5 mmol) in water (15 mL). The reaction was stirred 70 hours. The reaction mixture was concentrated to remove the THF and the aqueous solution was adjusted to pH=1 with 4N HCl (aq). The solid was collected by filtration, rinsed with water, and dried under vacuum to obtain 2-(3-(trifluoromethoxy)phenyl)quinoline-8-carboxylic ac... As a reaction SMILES: [F:1][C:2]([F:25])([F:24])[O:3][C:4]1[CH:5]=[C:6]([C:10]2[CH:19]=[CH:18][C:17]3[C:12](=[C:13]([C:20]([O:22]C)=[O:21])[CH:14]=[CH:15][CH:16]=3)[N:11]=2)[CH:7]=[CH:8][CH:9]=1.[OH-].[Li+]>C1COCC1.O>[F:25][C:2]([F:1])([F:24])[O:3][C:4]1[CH:5]=[C:6]([C:10]2[CH:19]=[CH:18][C:17]3[C:12](=[C:13]([C:20]([OH:22])=[O:21])[CH:14]=[CH:15][CH:16]=3)[N:11]=2)[CH:7]=[CH:8][CH:9]=1 |f:1.2|. Isolated yield 92.4%. Product: FC(OC=1C=C(C=CC1)C1=NC2=C(C=CC=C2C=C1)C(=O)O)(F)F (2-(3-(trifluoromethoxy)phenyl)quinoline-8-carboxylic acid). Reactants: FC(OC=1C=C(C=CC1)C1=NC2=C(C=CC=C2C=C1)C(=O)OC)(F)F (Methyl 2-(3-(trifluoromethoxy)phenyl)quinoline-8-carboxylate), [OH-].[Li+] (lithium hydroxide). Run in O (water), C1CCOC1 (THF). Reaction conditions: time 70 hour. Starting materials: Cl (HCl), ClC=1C=CC(=C(C1)NC(CC(=O)OCC)=O)[N+](=O)[O-] (ethyl 3-(5-chloro-2-nitrophenylamino)-3-oxopropanoate), CC(C)([O-])C.[K+] (potassium tert-butoxide). Solvent: O (water), CN(C)C=O (DMF), CN(C)C=O (DMF). Reaction conditions: time 2 hour. The product is ClC=1C=C2N=C(C(=[N+](C2=CC1)[O-])C(=O)OCC)O (6-chloro-2-(ethoxycarbonyl)-3-hydroxyquinoxaline-1-oxide). RXN SMILES: [Cl:1][C:2]1[CH:3]=[CH:4][C:5]([N+:17]([O-:19])=O)=[C:6]([NH:8][C:9](=[O:16])[CH2:10][C:11]([O:13][CH2:14][CH3:15])=[O:12])[CH:7]=1.CC(C)([O-])C.[K+].Cl>CN(C=O)C.O>[Cl:1][C:2]1[CH:7]=[C:6]2[C:5](=[CH:4][CH:3]=1)[N+:17]([O-:19])=[C:10]([C:11]([O:13][CH2:14][CH3:15])=[O:12])[C:9]([OH:16])=[N:8]2 |f:1.2|. Procedure: A solution of ethyl 3-(5-chloro-2-nitrophenylamino)-3-oxopropanoate (1.5 g, 5.2 mmol) in anhydrous DMF (8 mL) was added dropwise to a solution of potassium tert-butoxide (1.2 g, 10.5 mmol) in anhydrous DMF (5 mL) at 0° C. under nitrogen, after which the mixture was stirred for 2 h. The cold mixture was diluted with water (50 mL), acidified to pH 2 with 2 N HCl and extracted with methylene chloride (3×30 mL). The combined organic extracts were washed with water (45 mL), dried over sodium sulfate,... The reactants are CC1CN(C(=O)OC(C)(C)C)CC2Cc3ccc(CCCO)nc3N12, CI, [H-], [Na+], C1CCOC1, O. Product: COCCCc1ccc2c(n1)N1C(C)CN(C(=O)OC(C)(C)C)CC1C2. RXN SMILES: [C:1]([CH3:2])([CH3:3])([CH3:4])[O:5][C:6](=[O:7])[N:8]1[CH2:9][CH:10]2[CH2:11][c:12]3[cH:13][cH:14][c:15]([CH2:22][CH2:23][CH2:24][OH:25])[n:16][c:17]3[N:18]2[CH:19]([CH3:21])[CH2:20]1.[CH3:28][I:29].[H-:26].[Na+:27].[O:31]1[CH2:32][CH2:33][CH2:34][CH2:35]1.[OH2:30]>>[C:1]([CH3:2])([CH3:3])([CH3:4])[O:5][C:6](=[O:7])[N:8]1[CH2:9][CH:10]2[CH2:11][c:12]3[cH:13][cH:14][c:15]([CH2:22][CH2:23][CH2:24][O:25][CH3:28])[n:16][c:17]3[N:18]2[CH:19]([CH3:21])[CH2:20]1. Starting materials: O=P12OP3(=O)OP(=O)(O1)OP(=O)(O2)O3 (phosphorus pentoxide), CC1=C(C=C(C=C1)NC(=O)C)C (3,4-dimethylacetanilide), C(N)(OCC)=O (ethyl carbamate), O=P12OP3(=O)OP(=O)(O1)OP(=O)(O2)O3 (phosphorus pentoxide), [OH-].[Na+] (sodium hydroxide). The solvent is C=1(C(=CC=CC1)C)C (xylene). Conditions: temperature 60 celsius. The product is CC1=NC2=CC(=C(C=C2C(N1)=O)C)C (3,4-dihydro-2,6,7-trimethylquinazolin-4-one), CC1=NC2=CC=C(C(=C2C(N1)=O)C)C (3,4-dihydro-2,5,6-trimethylquinazolin-4-one). RXN SMILES: [CH3:1][C:2]1[CH:7]=[CH:6][C:5]([NH:8][C:9]([CH3:11])=O)=[CH:4][C:3]=1[CH3:12].[C:13](=O)([O:15]CC)[NH2:14].O=P12OP3(OP(OP(O3)(O1)=O)(=O)O2)=O.[OH-].[Na+]>C1(C)C(C)=CC=CC=1>[CH3:11][C:9]1[NH:14][C:13](=[O:15])[C:6]2[C:5](=[CH:4][C:3]([CH3:12])=[C:2]([CH3:1])[CH:7]=2)[N:8]=1.[CH3:11][C:9]1[NH:14][C:13](=[O:15])[C:4]2[C:5](=[CH:6][CH:7]=[C:2]([CH3:1])[C:3]=2[CH3:12])[N:8]=1 |f:3.4|. Reported procedure: A mixture of 3,4-dimethylacetanilide (16.3 g), ethyl carbamate (14 g), phosphorus pentoxide (30 g) and xylene (55 ml) was stirred vigorously using a mechanical stirrer under an atmosphere of argon. The mixture was slowly heated to approximately 60° C. whereupon a visible reaction ensued with the evolution of heat and with an increase in the viscosity of the mixture. The temperature of the mixture was raised over a period of 90 minutes to 150° C. and the mixture was stirred at this temperature fo... Reactants: C(CCCCCCCCCCC)C=1N=NN(N1)C(C(=O)O)C(C)C (5-dodecyl-α-(1-methylethyl)-2H-tetrazole-2-acetic acid), C(C)(C)C1=C(N)C(=CC=C1)C(C)C (2,6-diisopropylaniline), C(CCCCCCCCC)C=1N=NN(N1)CC(=O)O (5-decyl-2H-tetrazole-2-acetic acid), COC1=C(N)C(=CC(=C1)OC)OC (2,4,6-trimethoxyaniline). Yields the product C(CCCCCCCCCCC)C=1N=NN(N1)C(C(=O)NC1=C(C=C(C=C1OC)OC)OC)C(C)C (5-dodecyl-α-(1-methylethyl)-N-(2,4,6-trimethoxyphenyl)-2H-tetrazole-2-acetamide). RXN SMILES: [CH2:1]([C:13]1[N:14]=[N:15][N:16]([CH:18]([CH:22]([CH3:24])[CH3:23])[C:19]([OH:21])=O)[N:17]=1)[CH2:2][CH2:3][CH2:4][CH2:5][CH2:6][CH2:7][CH2:8][CH2:9][CH2:10][CH2:11][CH3:12].C(C1N=NN(CC(O)=O)N=1)CCCCCCCCC.[CH3:44][O:45][C:46]1[CH:52]=[C:51]([O:53][CH3:54])[CH:50]=[C:49]([O:55][CH3:56])[C:47]=1[NH2:48].C(C1C=CC=C(C(C)C)C=1N)(C)C>>[CH2:1]([C:13]1[N:14]=[N:15][N:16]([CH:18]([CH:22]([CH3:24])[CH3:23])[C:19]([NH:48][C:47]2[C:49]([O:55][CH3:56])=[CH:50][C:51]([O:53][CH3:54])=[CH:52][C:46]=2[O:45][CH3:44])=[O:21])[N:17]=1)[CH2:2][CH2:3][CH2:4][CH2:5][CH2:6][CH2:7][CH2:8][CH2:9][CH2:10][CH2:11][CH3:12]. Procedure details: When in the general procedure of Example 88 an appropriate amount of 5-dodecyl-α-(1-methylethyl)-2H-tetrazole-2-acetic acid was substituted for 5-decyl-2H-tetrazole-2-acetic acid and 2,4,6-trimethoxyaniline was substituted for 2,6-diisopropylaniline, the title compound was obtained, mp 135°-137° C. Starting materials: [OH-].[K+] (potassium hydroxide), OC=1C=C(C(=O)O)C=CC1 (metahydroxybenzoic acid), C([O-])([O-])=O.[K+].[K+] (potassium carbonate), ClC1=NC=C(C=C1)C(F)(F)F (2-chloro-5-trifluoromethylpyridine). The solvent is C1(=CC=CC=C1)C (toluene), CO (methanol), O (water), CS(=O)C (dimethylsulphoxide). Run at time 30 minute. The product is C(=O)(O)C=1C=C(OC2=NC=C(C=C2)C(F)(F)F)C=CC1 (2-(3-carboxyphenoxy)-5-trifluoromethylpyridine). Isolated yield 84.8%. RXN SMILES: [OH-].[K+].[OH:3][C:4]1[CH:5]=[C:6]([CH:10]=[CH:11][CH:12]=1)[C:7]([OH:9])=[O:8].C(=O)([O-])[O-].[K+].[K+].Cl[C:20]1[CH:25]=[CH:24][C:23]([C:26]([F:29])([F:28])[F:27])=[CH:22][N:21]=1>CO.CS(C)=O.O.C1(C)C=CC=CC=1>[C:7]([C:6]1[CH:5]=[C:4]([CH:12]=[CH:11][CH:10]=1)[O:3][C:20]1[CH:25]=[CH:24][C:23]([C:26]([F:29])([F:28])[F:27])=[CH:22][N:21]=1)([OH:9])=[O:8] |f:0.1,3.4.5|. Reported procedure: A solution of potassium hydroxide (1.32 g; 85% pellets) in dry methanol (25 ml) was treated at room temperature with metahydroxybenzoic acid (1.38 g) to give a solution. This was stirred for 30 minutes and then coevaporated with added toluene to give a white solid. The solid was dispersed in dry dimethylsulphoxide (10 ml.) Anhydrous potassium carbonate (0.5 g) and 2-chloro-5-trifluoromethylpyridine (1.82 g) were added, and the solution stirred. After 64 hours, water (100 ml) was added. The mixtu...